This data is from the Open Reaction Database (ORD), a public repository of structured organic reaction records. The task is: describe an organic reaction: reactants, conditions, products, and yield Reactants: C(C1=CC=CC=C1)NC1=C(C(=C(C(=O)OC)C(=C1F)F)F)F (Methyl 4-(benzylamino)-2,3,5,6-tetrafluorobenzoate), C[O-].[Na+] (sodium methoxide), CO (methanol). Run at time 4.5 hour. Product: C(C1=CC=CC=C1)NC1=C(C(=C(C(=O)OC)C(=C1F)OC)OC)F (methyl 4-(benzylamino)-3,5-difluoro-2,6-dimethoxybenzoate). RXN SMILES: [CH2:1]([NH:8][C:9]1[C:18]([F:19])=[C:17](F)[C:12]([C:13]([O:15][CH3:16])=[O:14])=[C:11](F)[C:10]=1[F:22])[C:2]1[CH:7]=[CH:6][CH:5]=[CH:4][CH:3]=1.[CH3:23][O-:24].[Na+].[CH3:26][OH:27]>>[CH2:1]([NH:8][C:9]1[C:18]([F:19])=[C:17]([O:24][CH3:23])[C:12]([C:13]([O:15][CH3:16])=[O:14])=[C:11]([O:27][CH3:26])[C:10]=1[F:22])[C:2]1[CH:7]=[CH:6][CH:5]=[CH:4][CH:3]=1 |f:1.2|. Reported procedure: Methyl 4-(benzylamino)-2,3,5,6-tetrafluorobenzoate (24.0 g, 76.6 mmol) was cooled to 5° C.–10° C. under a nitrogen atmosphere and a 25 weight % solution of sodium methoxide in methanol (53.5 mL, 234 mmol) was added dropwise over 5 minutes with continued cooling. The resulting mixture was stirred with ice bath cooling for another 10 minutes, the ice bath was removed and the mixture allowed to warm to 35° C.–40° C. It was recooled to room temperature and held for 4.5 hours before heating to 65° C.... Starting materials: Intermediate 20, BrC=1C=NC=CC1C (3-bromo-4-methylpyridine), C(C)(C)(C)OC(COC1=C(C=C(C=C1)C#N)C#C)=O (tert-butyl(4-cyano-2-ethynylphenoxy)acetate), C(C)(C)(C)OC(COC1=C(C=C(C=C1)C#N)C#C)=O (tert-butyl(4-cyano-2-ethynylphenoxy)acetate). Product: C(C)(C)(C)OC(COC1=C(C=C(C=C1)C#N)C#CC=1C=NC=CC1C)=O (tert-butyl{4-cyano-2-[(4-methylpyridin-3-yl)ethynyl]phenoxy}acetate). RXN SMILES: [C:1]([O:5][C:6](=[O:19])[CH2:7][O:8][C:9]1[CH:14]=[CH:13][C:12]([C:15]#[N:16])=[CH:11][C:10]=1[C:17]#[CH:18])([CH3:4])([CH3:3])[CH3:2].Br[C:21]1[CH:22]=[N:23][CH:24]=[CH:25][C:26]=1[CH3:27]>>[C:1]([O:5][C:6](=[O:19])[CH2:7][O:8][C:9]1[CH:14]=[CH:13][C:12]([C:15]#[N:16])=[CH:11][C:10]=1[C:17]#[C:18][C:21]1[CH:22]=[N:23][CH:24]=[CH:25][C:26]=1[CH3:27])([CH3:4])([CH3:3])[CH3:2]. Procedure details: Following the general method as outlined in Intermediate 20, starting from tert-butyl(4-cyano-2-ethynylphenoxy)acetate (Intermediate 46) and 3-bromo-4-methylpyridine (53), the title compound was obtained as a dark orange sticky solid after purification by flash column chromatography, eluting with cyclohexane containing increasing amounts of EtOAc. The reactants are O (Water), ClC1=NC=C(C=C1)[N+](=O)[O-] (2-chloro-5-nitropyridine), OC1=C(C=C(C#N)C=C1)C(F)(F)F (4-hydroxy-3-(trifluoromethyl)benzonitrile), CO3. Run in CN(C)C=O (DMF). Reaction conditions: temperature 50 celsius, time 8 hour. The product is [N+](=O)([O-])C=1C=CC(=NC1)OC1=C(C=C(C#N)C=C1)C(F)(F)F (4-[(5-nitro-2-pyridinyl)oxy]-3-(trifluoromethyl)benzonitrile). The yield is 62.5%. As a reaction SMILES: Cl[C:2]1[CH:7]=[CH:6][C:5]([N+:8]([O-:10])=[O:9])=[CH:4][N:3]=1.[OH:11][C:12]1[CH:19]=[CH:18][C:15]([C:16]#[N:17])=[CH:14][C:13]=1[C:20]([F:23])([F:22])[F:21].O>CN(C=O)C>[N+:8]([C:5]1[CH:6]=[CH:7][C:2]([O:11][C:12]2[CH:19]=[CH:18][C:15]([C:16]#[N:17])=[CH:14][C:13]=2[C:20]([F:21])([F:22])[F:23])=[N:3][CH:4]=1)([O-:10])=[O:9]. Reported procedure: A mixture of 2-chloro-5-nitropyridine (70 mg, 0.44 mmol), 4-hydroxy-3-(trifluoromethyl)benzonitrile (91 mg, 0.49 mmol), K2 CO3 (92 mg, 0.66 mmol) in DMF (2 mL) was stirred at 50° C. overnight. Water (4 mL) was added and a precipitate was formed. The solid was filtered-off and it was triturated with MeOH to give the title compound (85 mg) as a brownish solid. The reactants are NC1=CC=C(OCCCN2CCN(CC2)C2=CC(N(C(N2C)=O)C)=O)C=C1 (6-[4-(3-[4-aminophenoxy]propyl)piperazin-1-yl]-1,3-dimethyl-2,4(1H,3H)-pyrimidinedione). Solvent: O1CCCC1.ClCCl (tetrahydorfuran dichloromethane), CN=C=O (methyl isocyanate). Run at time 20 hour. Product: CN1C(N(C(C=C1N1CCN(CC1)CCCOC1=CC=C(C=C1)NC(=O)NC)=O)C)=O (1,3-dimethyl-6-[4-(3-[4-(N'-methylureido)phenoxy]propyl)piperazin-1-yl]-2,4(1H,3H)-pyrimidinedione). The yield is 179.3%. Reaction SMILES: [NH2:1][C:2]1[CH:27]=[CH:26][C:5]([O:6][CH2:7][CH2:8][CH2:9][N:10]2[CH2:15][CH2:14][N:13]([C:16]3[N:21]([CH3:22])[C:20](=[O:23])[N:19]([CH3:24])[C:18](=[O:25])[CH:17]=3)[CH2:12][CH2:11]2)=[CH:4][CH:3]=1>O1CCCC1.ClCCl.CN=C=O>[CH3:22][N:21]1[C:16]([N:13]2[CH2:12][CH2:11][N:10]([CH2:9][CH2:8][CH2:7][O:6][C:5]3[CH:26]=[CH:27][C:2]([NH:1][C:18]([NH:19][CH3:20])=[O:25])=[CH:3][CH:4]=3)[CH2:15][CH2:14]2)=[CH:17][C:18](=[O:25])[N:19]([CH3:24])[C:20]1=[O:23] |f:1.2|. Procedure: 1.5 g of 6-[4-(3-[4-aminophenoxy]propyl)piperazin-1-yl]-1,3-dimethyl-2,4(1H,3H)-pyrimidinedione obtained in Example 6 was dissolved in a mixed solvent of tetrahydorfuran/dichloromethane (15 ml/10 ml), and 0.26 ml of methyl isocyanate was added to the solution at room temperature, followed by stirring for 20 hours. The precipitated crystals were collected by filtration, and then washed with a small amount of cooled dichloromethane, thereby obtaining 1.55 g (yield: 90%) of 1,3-dimethyl-6-[4-(3-[4-... The reactants are C(C)(=O)NC=1C=CC(=C(C1)C1OCCO1)OC (2-(5-acetylamino-2-methoxyphenyl)-1,3-dioxolane), [H-].[Na+] (NaH), [Cl-].[NH4+] (ammonium chloride), CI (methyl iodide). Run in CN(C)C=O (DMF), CN(C)C=O (DMF). Reaction conditions: time 10 minute. The product is C(C)(=O)N(C)C=1C=CC(=C(C1)C1OCCO1)OC (2-[5-(N-acetyl-N-methylamino)-2-methoxyphenyl]-1,3-dioxolane). Yield: 94.3%. Reaction SMILES: [C:1]([NH:4][C:5]1[CH:6]=[CH:7][C:8]([O:16][CH3:17])=[C:9]([CH:11]2[O:15][CH2:14][CH2:13][O:12]2)[CH:10]=1)(=[O:3])[CH3:2].[H-].[Na+].[CH3:20]I.[Cl-].[NH4+]>CN(C=O)C>[C:1]([N:4]([C:5]1[CH:6]=[CH:7][C:8]([O:16][CH3:17])=[C:9]([CH:11]2[O:15][CH2:14][CH2:13][O:12]2)[CH:10]=1)[CH3:20])(=[O:3])[CH3:2] |f:1.2,4.5|. Procedure details: A solution of 2-(5-acetylamino-2-methoxyphenyl)-1,3-dioxolane (5.0 g, 21.1 mmol) in DMF (16 ml) was added to a suspension of NaH (1.0 g, 25.3 mmol) in DMF (5 ml) and then the mixture was stirred at room temperature for 10 min. To the mixture was added methyl iodide (3.6 g, 25.3 mmol) and then stirred at room temperature for 1 hr. And to the resulted reaction mixture was added ammonium chloride and then extracted with CH2Cl2. The extract was washed with water and brine, dried over Na2SO4 and conc... Yield: 67.6%. The product is ClC=1C(N(N=CC1Cl)CC1=CC=CC2=CC=CC=C12)=O (4,5-dichloro-2-naphthalen-1-ylmethyl-2H-pyridazin-3-one). The reactants are O (water), C([O-])([O-])=O.[K+].[K+] (potassium carbonate), ClC1=C(N=NC=C1Cl)O (4,5-dichloro-3-hydroxy-pyridazine), ClCC1=CC=CC2=CC=CC=C12 (1-(chloromethyl)-naphthalene). As a reaction SMILES: C(=O)([O-])[O-].[K+].[K+].[Cl:7][C:8]1[C:13]([Cl:14])=[CH:12][N:11]=[N:10][C:9]=1[OH:15].Cl[CH2:17][C:18]1[C:27]2[C:22](=[CH:23][CH:24]=[CH:25][CH:26]=2)[CH:21]=[CH:20][CH:19]=1.O>CS(C)=O.ClCCl>[Cl:7][C:8]1[C:9](=[O:15])[N:10]([CH2:17][C:18]2[C:27]3[C:22](=[CH:23][CH:24]=[CH:25][CH:26]=3)[CH:21]=[CH:20][CH:19]=2)[N:11]=[CH:12][C:13]=1[Cl:14] |f:0.1.2|. Conditions: temperature 50 celsius, time 17 hour. Procedure details: 9.0 g (65 mmol) of potassium carbonate were added to a solution of 10.0 g (60.61 mmol) of 4,5-dichloro-3-hydroxy-pyridazine in 50 ml dimethylsulphoxide, then 9.42 g (63 mmol) of 1-(chloromethyl)-naphthalene were added and the mixture was stirred for 17 hours at 50° C. The dark solution was cooled and then combined with 300 ml of dist. water, then 300 ml dichloromethane were stirred in, the mixture was suction filtered through Celite, the aqueous phase was separated off and extracted another thre... The solvent is ClCCl (dichloromethane), CS(=O)C (dimethylsulphoxide).